This data is from the Open Reaction Database (ORD), a public repository of structured organic reaction records. The task is: describe an organic reaction: reactants, conditions, products, and yield Starting materials: Cl (HCl), ClC=1C=C(C(=O)[C@@H]2CC[C@H](CC2)C(=O)O)C=CC1 (trans-4-(3-chlorobenzoyl)cyclohexane-1-carboxylic acid). Reagents/catalysts: [Zn] (Zn). Run in C(=O)O (formic acid). Product: ClC=1C=C(CC2CCC(CC2)C(=O)O)C=CC1 (4-(3-Chlorobenzyl)cyclohexanecarboxylic Acid). RXN SMILES: Cl.[Cl:2][C:3]1[CH:4]=[C:5]([CH:17]=[CH:18][CH:19]=1)[C:6]([C@H:8]1[CH2:13][CH2:12][C@H:11]([C:14]([OH:16])=[O:15])[CH2:10][CH2:9]1)=O>C(O)=O.[Zn]>[Cl:2][C:3]1[CH:4]=[C:5]([CH:17]=[CH:18][CH:19]=1)[CH2:6][CH:8]1[CH2:13][CH2:12][CH:11]([C:14]([OH:16])=[O:15])[CH2:10][CH2:9]1. Reported procedure: In a 50 ml beaker, Zn dust (3.6 g; 54 mmol) was added to 1N HCl and mixture was stirred with a glass rod. Aqueous was decanted off and solids were added to a mixture of trans-4-(3-chlorobenzoyl)cyclohexane-1-carboxylic acid (718 mg; 2.69 mmol) in 30 mL of formic acid. Mixture was heated to reflux for 2 hours. The reaction was cooled to room temperature and white solids were filtered off and rinsed with diethyl ether. Filtrate was concentrated and residue was taken up in a 40 mL mixture of diethy...